This data is from the Open Reaction Database (ORD), a public repository of structured organic reaction records. The task is: describe an organic reaction: reactants, conditions, products, and yield Reactants: Cl.C(C)(=O)NC1=NC2=NC=CC(=C2C=C1)NC1=C(C=C(C(=C1)O)C)F (2-acetamido-5-(2-fluoro-5-hydroxy-4-methylanilino)-1,8-naphthyridine hydrochloride), Cl (hydrochloric acid). Run in C(C)O (ethanol). Product: NC1=NC2=NC=CC(=C2C=C1)NC1=C(C=C(C(=C1)O)C)F (2-amino-5-(2-fluoro-5-hydroxy-4-methylanilino)-1,8-naphthyridine). Yield: 76.5%. Reaction SMILES: Cl.C([NH:5][C:6]1[CH:15]=[CH:14][C:13]2[C:8](=[N:9][CH:10]=[CH:11][C:12]=2[NH:16][C:17]2[CH:22]=[C:21]([OH:23])[C:20]([CH3:24])=[CH:19][C:18]=2[F:25])[N:7]=1)(=O)C.Cl>C(O)C>[NH2:5][C:6]1[CH:15]=[CH:14][C:13]2[C:8](=[N:9][CH:10]=[CH:11][C:12]=2[NH:16][C:17]2[CH:22]=[C:21]([OH:23])[C:20]([CH3:24])=[CH:19][C:18]=2[F:25])[N:7]=1 |f:0.1|. Procedure details: A mixture of 2-acetamido-5-(2-fluoro-5-hydroxy-4-methylanilino)-1,8-naphthyridine hydrochloride (170 mg, 0.46 mmol), (prepared as described in Example 53), and concentrated hydrochloric acid (0.5 ml) in ethanol (10 ml) was heated at reflux for 2 hours. The mixture was allowed to cool and the organic volatiles were removed by evaporation. The aqueous residue was basified to pH9 with aqueous sodium hydroxide solution and the resulting precipitate was collected by filtration, washed with water and ... Reactants: C(C#C)(=O)O (propiolic acid), C1(CCCCC1)N=C=NC1CCCCC1 (N,N′-dicyclohexylcarbodiimide), NC=1C=C(OC=2C=CC=3N(N2)C=C(N3)NC(=O)C3CC3)C=CC1 (N-[6-(3-aminophenoxy)imidazo[1,2-b]pyridazin-2-yl]cyclopropanecarboxamide). The solvent is O1CCCC1 (tetrahydrofuran), CN(C=O)C (N,N-dimethylformamide). Conditions: time 30 minute. Yields the product C(C#C)(=O)NC=1C=C(OC=2C=CC=3N(N2)C=C(N3)NC(=O)C3CC3)C=CC1 (N-{6-[3-(propioloylamino)phenoxy]imidazo[1,2-b]pyridazin-2-yl}cyclopropanecarboxamide). The yield is 20.6%. As a reaction SMILES: [C:1](O)(=[O:4])[C:2]#[CH:3].C1(N=C=NC2CCCCC2)CCCCC1.[NH2:21][C:22]1[CH:23]=[C:24]([CH:41]=[CH:42][CH:43]=1)[O:25][C:26]1[CH:27]=[CH:28][C:29]2[N:30]([CH:32]=[C:33]([NH:35][C:36]([CH:38]3[CH2:40][CH2:39]3)=[O:37])[N:34]=2)[N:31]=1>O1CCCC1.CN(C)C=O>[C:1]([NH:21][C:22]1[CH:23]=[C:24]([CH:41]=[CH:42][CH:43]=1)[O:25][C:26]1[CH:27]=[CH:28][C:29]2[N:30]([CH:32]=[C:33]([NH:35][C:36]([CH:38]3[CH2:40][CH2:39]3)=[O:37])[N:34]=2)[N:31]=1)(=[O:4])[C:2]#[CH:3]. Reported procedure: To a solution of propiolic acid (27 mg, 0.387 mmol) in tetrahydrofuran (2 mL) and N,N-dimethylformamide (2 mL) was added N,N′-dicyclohexylcarbodiimide (100 mg, 0.484 mmol) under ice-cooling, and the mixture was stirred for 30 min. To the reaction mixture was added N-[6-(3-aminophenoxy)imidazo[1,2-b]pyridazin-2-yl]cyclopropanecarboxamide (100 mg, 0.323 mmol), and the mixture was stirred under ice-cooling for 4 hr. The solvent was evaporated under reduced pressure, and the residue was purified by ...